Dataset: the Open Reaction Database (ORD), a public repository of structured organic reaction records. Task: describe an organic reaction: reactants, conditions, products, and yield Reactants: N#N (N2), C(C1=CC=CC=C1)O[C@H]1[C@@H](O[C@@H]([C@H]1O)CO)N1C=NC=2C(O)=NC=NC12 (2′-O-benzylinosine), COC1=CC=C(C(C2=CC=C(C=C2)OC)(C2=CC=CC=C2)Cl)C=C1 (4,4′-dimethoxytrityl chloride). Run in CCOC(=O)C (EtOAc), CCCCCC (hexane), C(C)N(CC)CC (triethylamine), CCOC(=O)C (EtOAc), CCCCCC (hexane), ClCCl (dichloromethane), N1=CC=CC=C1 (pyridine). Run at time 2 hour. Product: C(C1=CC=CC=C1)O[C@H]1[C@@H](O[C@@H]([C@H]1O)COC(C1=CC=CC=C1)(C1=CC=C(C=C1)OC)C1=CC=C(C=C1)OC)N1C=NC=2C(O)=NC=NC12 (2′-O-benzyl-5′-O-[bis(4-methoxyphenyl)(phenyl)methyl]inosine). Yield: 97.5%. Reaction SMILES: N#N.[CH2:3]([O:10][C@@H:11]1[C@H:15]([OH:16])[C@@H:14]([CH2:17][OH:18])[O:13][C@H:12]1[N:19]1[C:28]2[N:27]=[CH:26][N:25]=[C:23]([OH:24])[C:22]=2[N:21]=[CH:20]1)[C:4]1[CH:9]=[CH:8][CH:7]=[CH:6][CH:5]=1.[CH3:29][O:30][C:31]1[CH:52]=[CH:51][C:34]([C:35](Cl)([C:44]2[CH:49]=[CH:48][CH:47]=[CH:46][CH:45]=2)[C:36]2[CH:41]=[CH:40][C:39]([O:42][CH3:43])=[CH:38][CH:37]=2)=[CH:33][CH:32]=1>N1C=CC=CC=1.ClCCl.CCOC(C)=O.CCCCCC.C(N(CC)CC)C>[CH2:3]([O:10][C@@H:11]1[C@H:15]([OH:16])[C@@H:14]([CH2:17][O:18][C:35]([C:34]2[CH:51]=[CH:52][C:31]([O:30][CH3:29])=[CH:32][CH:33]=2)([C:36]2[CH:41]=[CH:40][C:39]([O:42][CH3:43])=[CH:38][CH:37]=2)[C:44]2[CH:45]=[CH:46][CH:47]=[CH:48][CH:49]=2)[O:13][C@H:12]1[N:19]1[C:28]2[N:27]=[CH:26][N:25]=[C:23]([OH:24])[C:22]=2[N:21]=[CH:20]1)[C:4]1[CH:5]=[CH:6][CH:7]=[CH:8][CH:9]=1. Procedure details: Under the protection of N2, to a solution of 2′-O-benzylinosine (1.0 g, 2.79 mmol) in 10 mL pyridine was added 4,4′-dimethoxytrityl chloride (2.36 g, 6.98 mmol). The mixture was stirred at room temperature for 2 h. The reaction was diluted with 100 mL dichloromethane and quenched with 100 mL saturated NaHCO3 solution. After the aqueous layer was extracted with dichloromethane (100 mL) three times, the organic layers were combined and evaporated. The residue was purified by flash chromatography (... Reaction SMILES: [OH:1][CH2:2]/[C:3](/[CH2:13][CH2:14]/[CH:15]=[C:16](\[CH3:23])/[CH2:17][CH2:18][CH:19]=[C:20]([CH3:22])[CH3:21])=[CH:4]/[CH2:5][CH2:6]/[C:7](/[CH3:12])=[CH:8]\[C:9]([OH:11])=O.[NH2:24][CH2:25][CH2:26][N:27]1[CH2:31][CH2:30][CH2:29][CH2:28]1>CN(C)C=O>[N:27]1([CH2:26][CH2:25][NH:24][C:9](=[O:11])/[CH:8]=[C:7](/[CH3:12])\[CH2:6][CH2:5]/[CH:4]=[C:3](/[CH2:2][OH:1])\[CH2:13][CH2:14]/[CH:15]=[C:16](\[CH3:23])/[CH2:17][CH2:18][CH:19]=[C:20]([CH3:22])[CH3:21])[CH2:31][CH2:30][CH2:29][CH2:28]1. Yields the product N1(CCCC1)CCNC(\C=C(/CC\C=C(/CC\C=C(\CCC=C(C)C)/C)\CO)\C)=O ((Z,E,E)-N-(2-pyrrolidinoethyl)-7-hydroxymethyl-3,11,15-trimethyl-2,6,10,14-hexadecatetraenamide). Reactants: OC/C(=C/CC\C(=C/C(=O)O)\C)/CC\C=C(\CCC=C(C)C)/C ((Z,E,E)-7-hydroxymethyl-3,11,15-trimethyl-2,6,10,14-hexadecatetraenoic acid), NCCN1CCCC1 (1-(2-aminoethyl)pyrrolidine). The solvent is CN(C=O)C (N,N-dimethylformamide). Procedure: Following the same manner as in Example 9, the reaction was conducted using 1.0 g of (E,Z,E), (E,E,E), (Z,Z,E) and (Z,E,E)-7-hydroxymethyl-3,11,15-trimethyl-2,6,10,14-hexadecatetraenoic acid and 450 mg of 1-(2-aminoethyl)pyrrolidine in 6.0 ml of N,N-dimethylformamide and the reaction mixture was extracted with chloroform. The chloroform layer was washed with aqueous sodium hydrogencarbonate and extracted with dilute hydrochloric acid. The hydrochloric acid layer was neutralized with sodium hydro... Reactants: ClC1=C(C#N)C(=CC(=N1)NC1=NNC(=C1)C)C=1C=NC=CC1 (2-chloro-6-(5-methyl-1H-pyrazol-3-ylamino)-4-(pyridin-3-yl)nicotinonitrile), O(C1=CC=CC=C1)CCN (2-phenoxyethylamine), C(O)([O-])=O.[Na+] (sodium hydrogencarbonate), CS(=O)C (DMSO). The solvent is O (water). Reaction conditions: temperature 100 celsius, time 27 hour. The product is O(C1=CC=CC=C1)CCNC1=C(C#N)C(=CC(=N1)NC1=NNC(=C1)C)C=1C=NC=CC1 (2-(2-phenoxyethylamino)-6-(5-methyl-1H-pyrazol-3-ylamino)-4-(pyridin-3-yl)nicotinonitrile). Reaction SMILES: Cl[C:2]1[N:9]=[C:8]([NH:10][C:11]2[CH:15]=[C:14]([CH3:16])[NH:13][N:12]=2)[CH:7]=[C:6]([C:17]2[CH:18]=[N:19][CH:20]=[CH:21][CH:22]=2)[C:3]=1[C:4]#[N:5].[O:23]([CH2:30][CH2:31][NH2:32])[C:24]1[CH:29]=[CH:28][CH:27]=[CH:26][CH:25]=1.C(=O)([O-])O.[Na+].CS(C)=O>O>[O:23]([CH2:30][CH2:31][NH:32][C:2]1[N:9]=[C:8]([NH:10][C:11]2[CH:15]=[C:14]([CH3:16])[NH:13][N:12]=2)[CH:7]=[C:6]([C:17]2[CH:18]=[N:19][CH:20]=[CH:21][CH:22]=2)[C:3]=1[C:4]#[N:5])[C:24]1[CH:29]=[CH:28][CH:27]=[CH:26][CH:25]=1 |f:2.3|. Procedure: Compound D (150 mg, 483 μmol), 2-phenoxyethylamine (127 μl) and sodium hydrogencarbonate (400 mg) were added to DMSO (3 ml), and the mixture was stirred at 100° C. for 27 hr. After stirring, the reaction mixture was added dropwise to cold water, and the mixture was extracted with ethyl acetate. The organic layer was washed with saturated brine, and concentrated, and the residue was washed by suspending in ethyl acetate to give the object compound of 2-(2-phenoxyethylamino)-6-(5-methyl-1H-pyrazol... Reactants: C1(=CC=CC2=CC=CC=C12)C=C(C(=O)O)CC(=O)O (2-(1-naphthylmethylene)succinic acid). The solvent is C(C)(=O)OC(C)=O (acetic anhydride). Yields the product C1(=CC=CC2=CC=CC=C12)CC1C(=O)OC(C1)=O (2-(1-naphthylmethyl)succinic anhydride). The yield is 69.7%. As a reaction SMILES: [C:1]1([CH:11]=[C:12]([CH2:16][C:17]([OH:19])=[O:18])[C:13]([OH:15])=O)[C:10]2[C:5](=[CH:6][CH:7]=[CH:8][CH:9]=2)[CH:4]=[CH:3][CH:2]=1>C(OC(=O)C)(=O)C>[C:1]1([CH2:11][CH:12]2[CH2:16][C:17](=[O:18])[O:19][C:13]2=[O:15])[C:10]2[C:5](=[CH:6][CH:7]=[CH:8][CH:9]=2)[CH:4]=[CH:3][CH:2]=1. Procedure details: A solution of 24.5 g of 2-(1-naphthylmethylene)succinic acid in 260 ml of acetic anhydride was heated at 60° C. for 1 hour, and the reaction mixture was evaporated under reduced pressure. A mixture of benzene and hexane (1:1) was added to the residue, and the precipitated crystals were collected by filtration to obtain 16.0 g of 2-(1-naphthylmethyl)succinic anhydride as orange yellow crystals. Starting materials: ClC1=NC(=NC(=C1)C(C)C)C1=CC=C(C=C1)Cl (4-chloro-2-(4-chlorophenyl)-6-isopropylpyrimidine), N1CCOCC1 (morpholine). Solvent: O (water). Reaction conditions: temperature 130 celsius. Product: ClC1=CC=C(C=C1)C1=NC(=CC(=N1)N1CCOCC1)C(C)C (2-(4-Chlorophenyl)-6-isopropyl-4-morpholinopyrimidine). RXN SMILES: Cl[C:2]1[CH:7]=[C:6]([CH:8]([CH3:10])[CH3:9])[N:5]=[C:4]([C:11]2[CH:16]=[CH:15][C:14]([Cl:17])=[CH:13][CH:12]=2)[N:3]=1.[NH:18]1[CH2:23][CH2:22][O:21][CH2:20][CH2:19]1>O>[Cl:17][C:14]1[CH:15]=[CH:16][C:11]([C:4]2[N:3]=[C:2]([N:18]3[CH2:23][CH2:22][O:21][CH2:20][CH2:19]3)[CH:7]=[C:6]([CH:8]([CH3:10])[CH3:9])[N:5]=2)=[CH:12][CH:13]=1. Procedure: A mixture of 267 mg of 4-chloro-2-(4-chlorophenyl)-6-isopropylpyrimidine and 522 mg of morpholine was heated at 130° C. for 2 hours. After cooling, 20 ml of water were added, the mixture was stirred, and the solid was filtered off with suction and dried at 50° C. in vacuo. Yield: 0.28 g. Isolated yield 57.9%. Run in CO (methanol), C(C)#N (acetonitrile). RXN SMILES: C1(P(C2C=CC=CC=2)C2C=CC=CC=2)C=CC=CC=1.[C:20]([C:23]1[CH:24]=[CH:25][C:26]([O:31][CH2:32][C:33]([CH2:35]I)=[CH2:34])=[C:27]([CH:30]=1)[CH:28]=O)(=[O:22])[CH3:21].C[O-].[Na+].O>C(#N)C.CO>[CH2:34]=[C:33]1[CH:35]=[CH:28][C:27]2[CH:30]=[C:23]([C:20](=[O:22])[CH3:21])[CH:24]=[CH:25][C:26]=2[O:31][CH2:32]1 |f:2.3|. The reactants are solution, C[O-].[Na+] (sodium methoxide), O (water), C1(=CC=CC=C1)P(C1=CC=CC=C1)C1=CC=CC=C1 (triphenylphosphine), C(C)(=O)C=1C=CC(=C(C=O)C1)OCC(=C)CI (5-acetyl-2-{[2-(iodomethyl)-2-propenyl]oxy}benzaldehyde). Run at time 14 hour. Product: C=C1COC2=C(C=C1)C=C(C=C2)C(C)=O (1-(3-methylene-2,3-dihydro-1-benzoxepin-7-yl)ethanone). Procedure details: 973 mg (3.575 mmol) of triphenylphosphine are added under argon to 1.118 g (3.25 mmol) of 5-acetyl-2-{[2-(iodomethyl)-2-propenyl]oxy}benzaldehyde in solution in 30 ml of acetonitrile. The medium is brought to reflux and is stirred for 14 hours. After cooling the solution, 0.743 ml (3.25 mmol) of a 25% solution of sodium methoxide in methanol is added. The medium is stirred at ambient temperature for 3 hours and then water is added. After concentrating the solution under vacuum, dichloromethane i... Reactants: CCOC(C)=O, CO, O=C(NCCN1CCOCC1)c1cc([N+](=O)[O-])cc(C(F)(F)F)c1. Yields the product Nc1cc(C(=O)NCCN2CCOCC2)cc(C(F)(F)F)c1. As a reaction SMILES: [CH3:25][CH2:26][O:27][C:28]([CH3:29])=[O:30].[CH3:31][OH:32].[O:1]1[CH2:2][CH2:3][N:4]([CH2:7][CH2:8][NH:9][C:10]([c:11]2[cH:12][c:13]([N+:21]([O-:22])=[O:23])[cH:14][c:15]([C:17]([F:18])([F:19])[F:20])[cH:16]2)=[O:24])[CH2:5][CH2:6]1>>[O:1]1[CH2:2][CH2:3][N:4]([CH2:7][CH2:8][NH:9][C:10]([c:11]2[cH:12][c:13]([NH2:21])[cH:14][c:15]([C:17]([F:18])([F:19])[F:20])[cH:16]2)=[O:24])[CH2:5][CH2:6]1. Starting materials: C(=O)NC=1SC=C(N1)C(C(=O)O)=NOCCNC(=O)OC(C)(C)C (2-(2-Formamidothiazol-4-yl)-2-(2-tert-butoxycarbonylaminoethoxyimino)acetic acid), P(=O)(Cl)(Cl)Cl (phosphoryl chloride), NC1[C@@H]2N(C(=C(CS2)CSC2=NN=NN2CCO)C(=O)O)C1=O (7-amino-3-[1-(2-hydroxyethyl)-1H-tetrazol-5-yl]thiomethyl-3-cephem-4-carboxylic acid), C[Si](C)(C)CC(=O)N (trimethylsilylacetamide). Solvent: C(C)(=O)OCC (ethyl acetate), CN(C=O)C (N,N-dimethylformamide). Product: C(=O)NC=1SC=C(N1)C(C(=O)NC1[C@@H]2N(C(=C(CS2)CSC2=NN=NN2CCO)C(=O)O)C1=O)=NOCCNC(=O)OC(C)(C)C (7-[2-(2-formamidothiazol-4-yl)-2-(2-tert-butoxycarbonylaminoethoxyimino)acetamido]-3-[1-(2-hydroxyethyl)-1H-tetrazol-5-yl]thiomethyl-3-cephem-4-carboxylic acid). Yield: 69.2%. Reaction SMILES: [CH:1]([NH:3][C:4]1[S:5][CH:6]=[C:7]([C:9](=[N:13][O:14][CH2:15][CH2:16][NH:17][C:18]([O:20][C:21]([CH3:24])([CH3:23])[CH3:22])=[O:19])[C:10]([OH:12])=O)[N:8]=1)=[O:2].P(Cl)(Cl)(Cl)=O.[NH2:30][CH:31]1[C:51](=[O:52])[N:33]2[C:34]([C:48]([OH:50])=[O:49])=[C:35]([CH2:38][S:39][C:40]3[N:44]([CH2:45][CH2:46][OH:47])[N:43]=[N:42][N:41]=3)[CH2:36][S:37][C@H:32]12.C[Si](CC(N)=O)(C)C>C(OCC)(=O)C.CN(C)C=O>[CH:1]([NH:3][C:4]1[S:5][CH:6]=[C:7]([C:9](=[N:13][O:14][CH2:15][CH2:16][NH:17][C:18]([O:20][C:21]([CH3:24])([CH3:23])[CH3:22])=[O:19])[C:10]([NH:30][CH:31]2[C:51](=[O:52])[N:33]3[C:34]([C:48]([OH:50])=[O:49])=[C:35]([CH2:38][S:39][C:40]4[N:44]([CH2:45][CH2:46][OH:47])[N:43]=[N:42][N:41]=4)[CH2:36][S:37][C@H:32]23)=[O:12])[N:8]=1)=[O:2]. Procedure details: 2-(2-Formamidothiazol-4-yl)-2-(2-tert-butoxycarbonylaminoethoxyimino)acetic acid (syn isomer, 2 g.), N,N-dimethylformamide (0.45 g.), phosphoryl chloride (1.0 g.), 7-amino-3-[1-(2-hydroxyethyl)-1H-tetrazol-5-yl]thiomethyl-3-cephem-4-carboxylic acid (2 g.), trimethylsilylacetamide (5.9 g.) and ethyl acetate (50 ml.) were treated in a similar manner to that of Example 6-(1) to give 7-[2-(2-formamidothiazol-4-yl)-2-(2-tert-butoxycarbonylaminoethoxyimino)acetamido]-3-[1-(2-hydroxyethyl)-1H-tetrazol-...